describe an organic reaction: reactants, conditions, products, and yield From a dataset of the Open Reaction Database (ORD), a public repository of structured organic reaction records. The reactants are COC(C1=CC(=CC=C1)OCC(=O)OC(C)(C)C)=O (3-tert-butoxycarbonylmethoxy-benzoic acid methyl ester), FC(C(=O)O)(F)F (trifluoroacetic acid), FC(C(=O)O)(F)F (trifluoroacetic acid), FC(C(=O)O)(F)F (trifluoroacetic acid). The solvent is C(Cl)Cl (methylene chloride). Reaction conditions: time 8 hour. Yields the product COC(C1=CC(=CC=C1)OCC(=O)O)=O (3-carboxymethoxy-benzoic acid methyl ester). The yield is 95.2%. As a reaction SMILES: [CH3:1][O:2][C:3](=[O:19])[C:4]1[CH:9]=[CH:8][CH:7]=[C:6]([O:10][CH2:11][C:12]([O:14]C(C)(C)C)=[O:13])[CH:5]=1.FC(F)(F)C(O)=O>C(Cl)Cl>[CH3:1][O:2][C:3](=[O:19])[C:4]1[CH:9]=[CH:8][CH:7]=[C:6]([O:10][CH2:11][C:12]([OH:14])=[O:13])[CH:5]=1. Reported procedure: To a solution of 3-tert-butoxycarbonylmethoxy-benzoic acid methyl ester (1.00 g, 3.75 mmol) in methylene chloride (4 mL), add trifluoroacetic acid (0.50 mL, 6.6 mmol). Stir the mixture overnight at room temperature in an open vial to allow the solvent to escape. Add an additional portion of trifluoroacetic acid (0.50 mL, 6.6 mmol) and stir the reaction mixture for an additional 24 hours. Add an additional portion of trifluoroacetic acid (1.50 mL, 19.8 mmol) and stir the reaction at room temperat... The reactants are O (H2O), C(=O)([O-])[O-].[K+].[K+] (K2CO3), C(C)(C)(C)OC(=O)N1CCC(CC1)(CN(C(C(F)(F)F)=O)C)C1=CC=C(C=C1)I (4-(4-Iodo-phenyl)-4-{[methyl-(2,2,2-trifluoro-acetyl)-amino]-methyl}-piperidine-1-carboxylic acid tert-butyl ester). Run in CO (MeOH). Run at temperature 70 celsius. The product is C(C)(C)(C)OC(=O)N1CCC(CC1)(CNC)C1=CC=C(C=C1)I (4-(4-iodo-phenyl)-4-methylaminomethyl-piperidine-1-carboxylic acid tert-butyl ester). Isolated yield 83.0%. As a reaction SMILES: [C:1]([O:5][C:6]([N:8]1[CH2:13][CH2:12][C:11]([C:23]2[CH:28]=[CH:27][C:26]([I:29])=[CH:25][CH:24]=2)([CH2:14][N:15](C)[C:16](=O)C(F)(F)F)[CH2:10][CH2:9]1)=[O:7])([CH3:4])([CH3:3])[CH3:2].O.C([O-])([O-])=O.[K+].[K+]>CO>[C:1]([O:5][C:6]([N:8]1[CH2:9][CH2:10][C:11]([C:23]2[CH:24]=[CH:25][C:26]([I:29])=[CH:27][CH:28]=2)([CH2:14][NH:15][CH3:16])[CH2:12][CH2:13]1)=[O:7])([CH3:4])([CH3:2])[CH3:3] |f:2.3.4|. Procedure: 4-(4-Iodo-phenyl)-4-{[methyl-(2,2,2-trifluoro-acetyl)-amino]-methyl}-piperidine-1-carboxylic acid tert-butyl ester (0.22 g, 0.42 mmol) was dissolved in MeOH (4.5 mL) and H2O (0.6 mL) and K2CO3 (0.29 g, 2.1 mmol, 5 eq.) was added. The mixture was stirred and heated at 70° C. for 4 h, cooled to room temperature and then partitioned between H2O (20 mL) and CH2Cl2 (20 mL). The aqueous layer was washed with CH2Cl2 (3×10 mL) and the combined organic washes were washed with saturated brine (10 mL) and ... Starting materials: CC(=O)Oc1ccc2c(c1)c(C(=O)NC1CCN(CCc3ccccc3)CC1)c(C)n2C(C)C, CO, Cl, [Na+], [OH-], O. Yields the product Cl, Cc1c(C(=O)NC2CCN(CCc3ccccc3)CC2)c2cc(O)ccc2n1C(C)C. Reaction SMILES: [C:2](=[O:3])([CH3:4])[O:5][c:6]1[cH:7][c:8]2[c:9]([C:19](=[O:20])[NH:21][CH:22]3[CH2:23][CH2:24][N:25]([CH2:28][CH2:29][c:30]4[cH:31][cH:32][cH:33][cH:34][cH:35]4)[CH2:26][CH2:27]3)[c:10]([CH3:18])[n:11]([CH:15]([CH3:16])[CH3:17])[c:12]2[cH:13][cH:14]1.[CH3:38][OH:39].[ClH:1].[Na+:37].[OH-:36].[OH2:40]>>[ClH:1].[OH:5][c:6]1[cH:7][c:8]2[c:9]([C:19](=[O:20])[NH:21][CH:22]3[CH2:23][CH2:24][N:25]([CH2:28][CH2:29][c:30]4[cH:31][cH:32][cH:33][cH:34][cH:35]4)[CH2:26][CH2:27]3)[c:10]([CH3:18])[n:11]([CH:15]([CH3:16])[CH3:17])[c:12]2[cH:13][cH:14]1. Product: C(C1=CC=CC=C1)N1C(C(N(CC1)CC1=CC=C(C=C1)N(C1=NC=CC=N1)CSC)=O)=O (1-benzyl-4-{4-[N-methylthiomethyl-N-(2-pyrimidinyl)amino]benzyl}-2,3-dioxopiperazine). The solvent is CN(C=O)C (N,N-dimethylformamide). Isolated yield 86.4%. Reported procedure: In 40 ml of N,N-dimethylformamide was dissolved 3.0 g of 1-benzyl-4-[4-(2-pyrimidinylamino)benzyl]-2,3-dioxopiperazine, and 0.372 g of sodium hydride (purity 52%) was added thereto, after which the resulting mixture was subjected to reaction at 80° C. for 30 min. with stirring. The reaction mixture was then cooled, and 0.72 ml of chloromethylmethylsulfide was added thereto, after which the resulting mixture was subjected to reaction at 50° to 60° C. for 2 hours. After the completion of the react... The reactants are C(C1=CC=CC=C1)N1C(C(N(CC1)CC1=CC=C(C=C1)NC1=NC=CC=N1)=O)=O (1-benzyl-4-[4-(2-pyrimidinylamino)benzyl]-2,3-dioxopiperazine), [H-].[Na+] (sodium hydride), ClCSC (chloromethylmethylsulfide). Reaction SMILES: [CH2:1]([N:8]1[CH2:13][CH2:12][N:11]([CH2:14][C:15]2[CH:20]=[CH:19][C:18]([NH:21][C:22]3[N:27]=[CH:26][CH:25]=[CH:24][N:23]=3)=[CH:17][CH:16]=2)[C:10](=[O:28])[C:9]1=[O:29])[C:2]1[CH:7]=[CH:6][CH:5]=[CH:4][CH:3]=1.[H-].[Na+].Cl[CH2:33][S:34][CH3:35]>CN(C)C=O>[CH2:1]([N:8]1[CH2:13][CH2:12][N:11]([CH2:14][C:15]2[CH:20]=[CH:19][C:18]([N:21]([CH2:33][S:34][CH3:35])[C:22]3[N:23]=[CH:24][CH:25]=[CH:26][N:27]=3)=[CH:17][CH:16]=2)[C:10](=[O:28])[C:9]1=[O:29])[C:2]1[CH:7]=[CH:6][CH:5]=[CH:4][CH:3]=1 |f:1.2|. Reactants: C(C)OC(CCCCCCCBr)=O (ethyl-8-bromooctanoate), C1(C=2C(C(N1)=O)=CC=CC2)=O.[K] (potassium phthalimide). Run in CN(C=O)C (dimethylformamide). Product: C(C)OC(CCCCCCCN1C(C2=CC=CC=C2C1=O)=O)=O (1,3-Dihydro-1,3-dioxo-2H-isoindol-2-octanoic acid ethyl ester). The yield is 79.4%. RXN SMILES: [CH2:1]([O:3][C:4](=[O:13])[CH2:5][CH2:6][CH2:7][CH2:8][CH2:9][CH2:10][CH2:11]Br)[CH3:2].[C:14]1(=[O:24])[NH:18][C:17](=[O:19])[C:16]2=[CH:20][CH:21]=[CH:22][CH:23]=[C:15]12.[K]>CN(C)C=O>[CH2:1]([O:3][C:4](=[O:13])[CH2:5][CH2:6][CH2:7][CH2:8][CH2:9][CH2:10][CH2:11][N:18]1[C:14](=[O:24])[C:15]2[C:16](=[CH:20][CH:21]=[CH:22][CH:23]=2)[C:17]1=[O:19])[CH3:2] |f:1.2,^1:24|. Reported procedure: A mixture of 26.4 g (0.1 mole) of ethyl-8-bromooctanoate (95%, Pfaltz and Bauer) and 19.6 g (0.1 mole) of potassium phthalimide (98%, Aldrich) in 250 mL of dimethylformamide was stirred and heated at reflux for 4 hr. The solvent was evaporated under reduced pressure and the viscous residue was partitioned between ethyl ether and water (400 mL each). The aqueous layer was further extracted with two 200 mL of ethyl ether. The combined ether extracts were washed with 200 mL of water and dried over ... The reactants are C=C1CC2C(=O)OC(=O)C2C1, Nc1ccc(OC(F)(F)F)cc1. Yields the product C=C1CC2C(=O)N(c3ccc(OC(F)(F)F)cc3)C(=O)C2C1. RXN SMILES: [CH2:1]=[C:2]1[CH2:3][CH:4]2[CH:5]([C:6](=[O:10])[O:7][C:8]2=[O:9])[CH2:11]1.[F:12][C:13]([O:14][c:15]1[cH:16][cH:17][c:18]([NH2:21])[cH:19][cH:20]1)([F:22])[F:23]>>[CH2:1]=[C:2]1[CH2:3][CH:4]2[CH:5]([C:6](=[O:10])[N:21]([c:18]3[cH:17][cH:16][c:15]([O:14][C:13]([F:12])([F:22])[F:23])[cH:20][cH:19]3)[C:8]2=[O:9])[CH2:11]1. The reactants are Cl, Cl, CNc1cccc(F)c1C(=N)N, CCOC(=O)N1CCC(=O)CC1. Product: Cl, CCOC(=O)N1CCC2(CC1)N=C(N)c1c(F)cccc1N2C. Reaction SMILES: [ClH:1].[ClH:2].[F:3][c:4]1[c:5]([C:6](=[NH:7])[NH2:8])[c:9]([NH:13][CH3:14])[cH:10][cH:11][cH:12]1.[O:15]=[C:16]1[CH2:17][CH2:18][N:19]([C:22](=[O:23])[O:24][CH2:25][CH3:26])[CH2:20][CH2:21]1>>[ClH:1].[F:3][c:4]1[c:5]2[c:9]([cH:10][cH:11][cH:12]1)[N:13]([CH3:14])[C:16]1([N:7]=[C:6]2[NH2:8])[CH2:17][CH2:18][N:19]([C:22](=[O:23])[O:24][CH2:25][CH3:26])[CH2:20][CH2:21]1. As a reaction SMILES: [NH:1]1[C:9]2[C:4](=[CH:5][C:6]([C:10]([OH:12])=O)=[CH:7][CH:8]=2)[CH:3]=[CH:2]1.C(N1C=CN=C1)(N1C=CN=C1)=O.[NH2:25][C:26]1[CH:27]=[C:28]2[C:36](=[CH:37][CH:38]=1)[NH:35][C:34]1[CH2:33][CH2:32][CH:31]([N:39]([CH3:41])[CH3:40])[CH2:30][C:29]2=1>CN(C)C=O>[NH:1]1[C:9]2[C:4](=[CH:5][C:6]([C:10]([NH:25][C:26]3[CH:27]=[C:28]4[C:36](=[CH:37][CH:38]=3)[NH:35][C:34]3[CH2:33][CH2:32][CH:31]([N:39]([CH3:41])[CH3:40])[CH2:30][C:29]4=3)=[O:12])=[CH:7][CH:8]=2)[CH:3]=[CH:2]1. Starting materials: N1C=CC2=CC(=CC=C12)C(=O)O (indole-5-carboxylic acid), C(=O)(N1C=NC=C1)N1C=NC=C1 (carbonyldiimidazole), NC=1C=C2C=3CC(CCC3NC2=CC1)N(C)C (6-amino-3-(dimethyl)amino-1,2,3,4-tetrahydro-9H-carbazole). The solvent is CN(C=O)C (dimethylformamide). Isolated yield 68.9%. Reaction conditions: time 4 hour. Yields the product N1C=CC2=CC(=CC=C12)C(=O)NC=1C=C2C=3CC(CCC3NC2=CC1)N(C)C (6-(indol-5-oyl)amino-3-(dimethyl)amino-1,2,3,4-tetrahydro-9H-carbazole). Reported procedure: To a solution of 43.5 mg (0.27 mMol) indole-5-carboxylic acid in 1.5 mL dimethylformamide were added 44.3 mg (0.27 mMol) carbonyldiimidazole resulting in immediate gas evolution. The reaction mixture was stirred for 4 hours at room temperature and then 60.0 mg (0.26 mMol) 6-amino-3-(dimethyl)amino-1,2,3,4-tetrahydro-9H-carbazole were added. After 3 days the reaction mixture was concentrated under reduced pressure. The residue was subjected to silica gel chromatography, eluting with 4:1 dichlorom...